Dataset: the Open Reaction Database (ORD), a public repository of structured organic reaction records. Task: describe an organic reaction: reactants, conditions, products, and yield Starting materials: C(=O)(OC(C)(C)C)ONCC(=O)N[C@@H](CCCNC(NS(=O)(=O)C1=CC=C(C)C=C1)=N)C(=O)N[C@@H](C(C)C)C(=O)N[C@@H](CC1=CC=C(C=C1)O)C(=O)N[C@@H]([C@@H](C)CC)C(=O)N[C@@H](CC1=CNC=N1)C(=O)N1[C@H](C(=O)N[C@@H]([C@@H](C)CC)C(=O)O)CCC1 (Boc-OGly-Arg(Tos)-Val-Tyr-Ile-His-Pro-Ile-OH), heptapeptide, Boc-OAla-OPFP, solution, Cl (hydrochloric acid), O1CCOCC1 (dioxane). The product is C(=O)(OC(C)(C)C)ON[C@@H](C)C(=O)N[C@@H](CCCNC(NS(=O)(=O)C1=CC=C(C)C=C1)=N)C(=O)N[C@@H](C(C)C)C(=O)N[C@@H](CC1=CC=C(C=C1)O)C(=O)N[C@@H]([C@@H](C)CC)C(=O)N[C@@H](CC1=CNC=N1)C(=O)N1[C@H](C(=O)N[C@@H]([C@@H](C)CC)C(=O)O)CCC1 (Boc-OAla-Arg(Tos)-Val-Tyr-Ile-His-Pro-Ile-OH). Yield: 84.0%. RXN SMILES: [C:1]([O:8][NH:9][CH2:10][C:11]([NH:13][C@H:14]([C:32]([NH:34][C@H:35]([C:39]([NH:41][C@H:42]([C:51]([NH:53][C@H:54]([C:59]([NH:61][C@H:62]([C:69]([N:71]1[CH2:86][CH2:85][CH2:84][C@H:72]1[C:73]([NH:75][C@H:76]([C:81]([OH:83])=[O:82])[C@H:77]([CH2:79][CH3:80])[CH3:78])=[O:74])=[O:70])[CH2:63][C:64]1[N:68]=[CH:67][NH:66][CH:65]=1)=[O:60])[C@H:55]([CH2:57][CH3:58])[CH3:56])=[O:52])[CH2:43][C:44]1[CH:49]=[CH:48][C:47]([OH:50])=[CH:46][CH:45]=1)=[O:40])[CH:36]([CH3:38])[CH3:37])=[O:33])[CH2:15][CH2:16][CH2:17][NH:18][C:19](=[NH:31])[NH:20][S:21]([C:24]1[CH:30]=[CH:29][C:27]([CH3:28])=[CH:26][CH:25]=1)(=[O:23])=[O:22])=[O:12])([O:3][C:4]([CH3:7])([CH3:6])[CH3:5])=[O:2].Cl.O1CCOC[CH2:89]1>>[C:1]([O:8][NH:9][C@H:10]([C:11]([NH:13][C@H:14]([C:32]([NH:34][C@H:35]([C:39]([NH:41][C@H:42]([C:51]([NH:53][C@H:54]([C:59]([NH:61][C@H:62]([C:69]([N:71]1[CH2:86][CH2:85][CH2:84][C@H:72]1[C:73]([NH:75][C@H:76]([C:81]([OH:83])=[O:82])[C@H:77]([CH2:79][CH3:80])[CH3:78])=[O:74])=[O:70])[CH2:63][C:64]1[N:68]=[CH:67][NH:66][CH:65]=1)=[O:60])[C@H:55]([CH2:57][CH3:58])[CH3:56])=[O:52])[CH2:43][C:44]1[CH:45]=[CH:46][C:47]([OH:50])=[CH:48][CH:49]=1)=[O:40])[CH:36]([CH3:38])[CH3:37])=[O:33])[CH2:15][CH2:16][CH2:17][NH:18][C:19](=[NH:31])[NH:20][S:21]([C:24]1[CH:30]=[CH:29][C:27]([CH3:28])=[CH:26][CH:25]=1)(=[O:23])=[O:22])=[O:12])[CH3:89])([O:3][C:4]([CH3:5])([CH3:6])[CH3:7])=[O:2]. Procedure details: 0.6 g. (0.5 mmoles) of Boc-Arg(Tos)-Val-Tyr-Ile-His-Pro-Ile-OH (prepared in Step 2 of Example 1) are dissolved in 5 ml. of a 8 M solution of hydrochloric acid in dioxane. The solution is allowed to stand for 20 minutes whereupon the free heptapeptide (Rf4 = 0.1) is precipitated with dry ether, filtered and washed with ether. It is immediately dissolved in 20 ml. of dimethyl formamide, the pH-value is adjusted to 8 with triethyl amine and 0.7 g. (1.9 mmoles) of Boc-OAla-OPFP are added. After 30 m...